From a dataset of the Open Reaction Database (ORD), a public repository of structured organic reaction records. describe an organic reaction: reactants, conditions, products, and yield The reactants are O=C([O-])[O-], C#CCBr, [Cs+], [Cs+], O=C1Nc2ccccc2C1=O, CN(C)C=O. The product is C#CCN1C(=O)C(=O)c2ccccc21. As a reaction SMILES: [C:12](=[O:13])([O-:14])[O-:15].[CH2:18]([C:19]#[CH:20])[Br:21].[Cs+:16].[Cs+:17].[O:1]=[C:2]1[NH:3][c:4]2[cH:5][cH:6][cH:7][cH:8][c:9]2[C:10]1=[O:11].[O:22]=[CH:23][N:24]([CH3:25])[CH3:26]>>[O:1]=[C:2]1[N:3]([CH2:20][C:19]#[CH:18])[c:4]2[cH:5][cH:6][cH:7][cH:8][c:9]2[C:10]1=[O:11]. Reactants: Cc1cccc(CBr)c1Br, CN(C)C=O, N#C[K]. Product: Cc1cccc(CC#N)c1Br. RXN SMILES: [Br:1][c:2]1[c:3]([CH2:9][Br:10])[cH:4][cH:5][cH:6][c:7]1[CH3:8].[CH3:14][N:15]([CH3:16])[CH:17]=[O:18].[K:11][C:12]#[N:13]>>[Br:1][c:2]1[c:3]([CH2:9][C:12]#[N:13])[cH:4][cH:5][cH:6][c:7]1[CH3:8]. Starting materials: BrCC1=C2N=C(C(=NC2=CC(=C1Cl)Cl)OC)OC (5-Bromomethyl-6,7-dichloro-2,3-dimethoxyquinoxaline), ClC1=C(C=C(C(=C1)Cl)Cl)[N+](=O)[O-] (2,4,5-trichloronitrobenzene), ClCC(=O)OC(C)(C)C (t-butyl chloroacetate), CC(C)([O-])C.[K+] (potassium t-butoxide), Cl (hydrochloric acid). The solvent is O1CCCC1 (tetrahydrofuran), O1CCCC1 (tetrahydrofuran). Conditions: temperature -40 celsius. The product is [N+](=O)([O-])C1=C(C(=C(C=C1Cl)Cl)Cl)CC(=O)OC(C)(C)C (t-butyl (2-nitro-3,5,6-trichlorophenyl)acetate). The yield is 58.6%. Reaction SMILES: BrCC1C(Cl)=C(Cl)C=C2C=1N=C(OC)C(OC)=N2.[Cl:19][C:20]1[CH:25]=[C:24]([Cl:26])[C:23]([Cl:27])=[CH:22][C:21]=1[N+:28]([O-:30])=[O:29].Cl[CH2:32][C:33]([O:35][C:36]([CH3:39])([CH3:38])[CH3:37])=[O:34].CC(C)([O-])C.[K+].Cl>O1CCCC1>[N+:28]([C:21]1[C:20]([Cl:19])=[CH:25][C:24]([Cl:26])=[C:23]([Cl:27])[C:22]=1[CH2:32][C:33]([O:35][C:36]([CH3:39])([CH3:38])[CH3:37])=[O:34])([O-:30])=[O:29] |f:3.4|. Procedure details: Preparation 1: 5-Bromomethyl-6,7-dichloro-2,3-dimethoxyquinoxaline (a) A solution of 2,4,5-trichloronitrobenzene (103 g, 0.46 mol) and t-butyl chloroacetate (79 mL, 0.55 mol) in dry tetrahydrofuran (400 mL) was added dropwise over 30 minutes to a solution of potassium t-butoxide (128 g, 1.14 mol) in dry tetrahydrofuran (800 mL) with stirring, under nitrogen keeping the temperature at -40° C. After the addition was complete, the resulting dark blue solution was stirred for a further 30 minutes. T... Starting materials: C(C=C)N1C(=NC(=C1C#N)C#N)Br (1-Allyl-2-bromo-4,5-dicyanoimidazole), ClC1=C(C(=CC(=C1)C(F)(F)F)Cl)N1N=CC(=N1)CS (2-(2,6-Dichloro-4-trifluoromethylphenyl)-4-mercaptomethyl-2H-1,2,3-triazole), [OH-].[Na+] (sodium hydroxide), O (water). Product: ClC1=C(C(=CC(=C1)C(F)(F)F)Cl)N1N=CC(=N1)CSC=1N(C(=C(N1)C#N)C#N)CC=C (2-(2,6-dichloro-4-trifluoromethylphenyl)-4-[(4,5-dicyano-1-allyl-1H-imidazol-2ylthio)methyl]-2H-1,2,3-triazole). Run at time 2 hour. Procedure: 2-(2,6-Dichloro-4-trifluoromethylphenyl)-4-mercaptomethyl-2H-1,2,3-triazole, prepared as in EP No. 350 237, (0.33 g) and sodium hydroxide (0.04 g) were stirred in dioxane (2 ml) and water (1 ml) at ice bath temperature. 1-Allyl-2-bromo-4,5-dicyanoimidazole (0.24 g) in dioxane was added and the mixture stirred at room temperature for 2 hours. Aqueous work up and silica gel column chromatography gave 2-(2,6-dichloro-4-trifluoromethylphenyl)-4-[(4,5-dicyano-1-allyl-1H-imidazol-2ylthio)methyl]-2H-1,... Solvent: O1CCOCC1 (dioxane), O1CCOCC1 (dioxane). RXN SMILES: [Cl:1][C:2]1[CH:7]=[C:6]([C:8]([F:11])([F:10])[F:9])[CH:5]=[C:4]([Cl:12])[C:3]=1[N:13]1[N:17]=[C:16]([CH2:18][SH:19])[CH:15]=[N:14]1.[OH-].[Na+].O.[CH2:23]([N:26]1[C:30]([C:31]#[N:32])=[C:29]([C:33]#[N:34])[N:28]=[C:27]1Br)[CH:24]=[CH2:25]>O1CCOCC1>[Cl:12][C:4]1[CH:5]=[C:6]([C:8]([F:11])([F:10])[F:9])[CH:7]=[C:2]([Cl:1])[C:3]=1[N:13]1[N:17]=[C:16]([CH2:18][S:19][C:27]2[N:26]([CH2:23][CH:24]=[CH2:25])[C:30]([C:31]#[N:32])=[C:29]([C:33]#[N:34])[N:28]=2)[CH:15]=[N:14]1 |f:1.2|. Starting materials: CC(C)(C)OC(=O)N1CC2C(C1=O)C2(C)C, Cc1ccccc1, Cl. The product is CC1(C)C2CNC(=O)C21. Reaction SMILES: [C:2]([O:3][C:4](=[O:5])[N:9]1[C:10](=[O:17])[CH:11]2[C:12]([CH3:15])([CH3:16])[CH:13]2[CH2:14]1)([CH3:6])([CH3:7])[CH3:8].[CH3:18][c:19]1[cH:20][cH:21][cH:22][cH:23][cH:24]1.[ClH:1]>>[NH:9]1[C:10](=[O:17])[CH:11]2[C:12]([CH3:15])([CH3:16])[CH:13]2[CH2:14]1. Reactants: CN(C)C=O, CCOC(C)=O, Oc1ccc2c(c1)CCN(C1CCC1)CC2, [Ca+2], COc1cc(OC)nc(-c2ccc(Cl)nc2)n1, O=C([O-])[O-]. Product: COc1cc(OC)nc(-c2ccc(Oc3ccc4c(c3)CCN(C3CCC3)CC4)nc2)n1. As a reaction SMILES: [CH3:39][N:40]([CH3:41])[CH:42]=[O:43].[CH3:44][CH2:45][O:46][C:47](=[O:48])[CH3:49].[CH:1]1([N:5]2[CH2:6][CH2:7][c:8]3[c:9]([cH:12][c:13]([OH:16])[cH:14][cH:15]3)[CH2:10][CH2:11]2)[CH2:2][CH2:3][CH2:4]1.[Ca+2:34].[Cl:17][c:18]1[cH:19][cH:20][c:21](-[c:24]2[n:25][c:26]([O:32][CH3:33])[cH:27][c:28]([O:30][CH3:31])[n:29]2)[cH:22][n:23]1.[O-:35][C:36](=[O:37])[O-:38]>>[CH:1]1([N:5]2[CH2:6][CH2:7][c:8]3[c:9]([cH:12][c:13]([O:16][c:18]4[cH:19][cH:20][c:21](-[c:24]5[n:25][c:26]([O:32][CH3:33])[cH:27][c:28]([O:30][CH3:31])[n:29]5)[cH:22][n:23]4)[cH:14][cH:15]3)[CH2:10][CH2:11]2)[CH2:2][CH2:3][CH2:4]1.